This data is from the Open Reaction Database (ORD), a public repository of structured organic reaction records. The task is: describe an organic reaction: reactants, conditions, products, and yield The reactants are FC(C1=NC2=C(C=CC=C2C(=C1)C=O)C(F)(F)F)(F)F (2,8-bis(trifluoromethyl)-4-quinolinecarboxaldehyde), [N+](=O)([O-])C(C)C (2-nitropropane), resin. Run in C(Cl)Cl (CH2Cl2). Product: [N+](=O)([O-])C(C)(C)C(O)C1=CC(=NC2=C(C=CC=C12)C(F)(F)F)C(F)(F)F (α-(2-Nitro-2-propyl)-2,8-bis(trifluoromethyl)-4-quinolinemethanol). Run at time 17 hour. RXN SMILES: [F:1][C:2]([F:20])([F:19])[C:3]1[CH:12]=[C:11]([CH:13]=[O:14])[C:10]2[C:5](=[C:6]([C:15]([F:18])([F:17])[F:16])[CH:7]=[CH:8][CH:9]=2)[N:4]=1.[N+:21]([CH:24]([CH3:26])[CH3:25])([O-:23])=[O:22]>C(Cl)Cl>[N+:21]([C:24]([CH:13]([C:11]1[C:10]2[C:5](=[C:6]([C:15]([F:18])([F:16])[F:17])[CH:7]=[CH:8][CH:9]=2)[N:4]=[C:3]([C:2]([F:19])([F:1])[F:20])[CH:12]=1)[OH:14])([CH3:26])[CH3:25])([O-:23])=[O:22]. Procedure: A mixture of 2,8-bis(trifluoromethyl)-4-quinolinecarboxaldehyde (200 mg, 0.85 mmol), 2-nitropropane (0.1 mL, 1.1 mmol) and Amberlyst 21 resin (200 mg) was stirred at room temperature for 17 h, treated with CH2Cl2 (3 mL), filtered to remove the resin, the filtrate concentrated in vacuo to give a viscous oil which was crystallised from heptane to give a white solid which was recrystallised (ether/heptane) to give the product (140 mg, 51%) as a white crystalline solid: IR νmax (Nujol)/cm−1 3484, 29... The yield is 43.1%. The reactants are BrC1=NC(=CC(=C1NC(=O)C=1C(=NC=CC1)Cl)C)OC (N-(2-bromo-6-methoxy-4-methyl-3-pyridinyl)-2-chloro-3-pyridinecarboxamide), O1CCOCC1 (dioxane), C(C)N (ethylamine). Solvent: C(C)(=O)OCC (ethyl acetate). Reaction conditions: temperature 140 celsius. The product is BrC1=NC(=CC(=C1NC(=O)C=1C(=NC=CC1)NCC)C)OC (N-(2-Bromo-6-methoxy-4-methyl-3-pyridinyl)-2-ethylamino-3-pyridinecarboxamide). The yield is 44.2%. RXN SMILES: [Br:1][C:2]1[C:7]([NH:8][C:9]([C:11]2[C:12](Cl)=[N:13][CH:14]=[CH:15][CH:16]=2)=[O:10])=[C:6]([CH3:18])[CH:5]=[C:4]([O:19][CH3:20])[N:3]=1.O1CCOCC1.[CH2:27]([NH2:29])[CH3:28]>C(OCC)(=O)C>[Br:1][C:2]1[C:7]([NH:8][C:9]([C:11]2[C:12]([NH:29][CH2:27][CH3:28])=[N:13][CH:14]=[CH:15][CH:16]=2)=[O:10])=[C:6]([CH3:18])[CH:5]=[C:4]([O:19][CH3:20])[N:3]=1. Reported procedure: A mixture of N-(2-bromo-6-methoxy-4-methyl-3-pyridinyl)-2-chloro-3-pyridinecarboxamide (2.1 g), dioxane (10 ml), and ethylamine (0.5 g) was heated to 140° C. in a sealed tube for 5 hours. The cooled mixture was diluted with ethyl acetate, washed with water, and the organic phase was dried (anhydrous magnesium sulfate) and concentrated. The product was purified on a silica gel column (methylene chloride/ethyl acetate, 99:1) and crystallized by trituration with diisopropyl ether to give 0.95 g of ...